The task is: describe an organic reaction: reactants, conditions, products, and yield. This data is from the Open Reaction Database (ORD), a public repository of structured organic reaction records. Reactants: CC1CN(CCC1)CC=1C=C(C=CC1)O (3-[(3-Methylpiperidin-1-yl) methyl]phenol), [H-].[Na+] (sodium hydride), [O-]S(=O)(=O)[O-].[Na+].[Na+] (Na2SO4), [H-].[H-].[H-].[H-].[Li+].[Al+3] (LiAlH4), ice water, 3-chloropropionic acid nitrile. Solvent: CN(C)C=O (DMF), CCOCC (ether), O (H2O). Run at time 8 hour. Yields the product CC1CN(CCC1)CC=1C=C(OCCCN)C=CC1 (3-[3-[(3-Methylpiperidin-1-yl)methyl]phenoxy]propanamine). As a reaction SMILES: [CH3:1][CH:2]1[CH2:7][CH2:6][CH2:5][N:4]([CH2:8][C:9]2[CH:10]=[C:11]([OH:15])[CH:12]=[CH:13][CH:14]=2)[CH2:3]1.[H-].[Na+].[O-]S([O-])(=O)=O.[Na+].[Na+].[H-].[H-].[H-].[H-].[Li+].[Al+3]>CN(C=O)C.CCOCC.O>[CH3:1][CH:2]1[CH2:7][CH2:6][CH2:5][N:4]([CH2:8][C:9]2[CH:10]=[C:11]([CH:12]=[CH:13][CH:14]=2)[O:15][CH2:1][CH2:2][CH2:3][NH2:4])[CH2:3]1 |f:1.2,3.4.5,6.7.8.9.10.11|. Procedure details: 5.13 g (0.025 mol) of 3-[(3-Methylpiperidin-1-yl) methyl]phenol are introduced into a suspension of 1.0 g (0.025 mol) of sodium hydride (60%) in absolute DMF and stirred overnight at room temperature. After the addition of 2.23 g (0.025 mol) of 3-chloropropionic acid nitrile, the reaction mixture is stirred for 7 hours at 60° C. and then poured into ice water and extracted with ether, and the organic phase is washed with 5% NaOH. After dehydration over Na2SO4, the ethereal phase is introduced dr... The reactants are C(C)(C)(C)OC(=O)N1CC(N(CC1)C(=O)C1=NN(C=N1)C1=CC=CC=C1)(C)C (3,3-dimethyl-4-(1-phenyl-1H-[1,2,4]-triazole-3-carbonyl)-piperazine-1-carboxylic acid tert-butyl ester), C(=O)(C(F)(F)F)O (TFA). The solvent is C(Cl)Cl (DCM). Run at time 4 hour. The product is FC(C(=O)O)(F)F.CC1(N(CCNC1)C(=O)C1=NN(C=N1)C1=CC=CC=C1)C ((2,2-Dimethyl-piperazin-1-yl)-(1-phenyl-1-H-[1,2,4]-triazol-3-yl)-methanone trifluoroacetate). Reaction SMILES: C(OC([N:8]1[CH2:13][CH2:12][N:11]([C:14]([C:16]2[N:20]=[CH:19][N:18]([C:21]3[CH:26]=[CH:25][CH:24]=[CH:23][CH:22]=3)[N:17]=2)=[O:15])[C:10]([CH3:28])([CH3:27])[CH2:9]1)=O)(C)(C)C.[C:29]([OH:35])([C:31]([F:34])([F:33])[F:32])=[O:30]>C(Cl)Cl>[F:32][C:31]([F:34])([F:33])[C:29]([OH:35])=[O:30].[CH3:27][C:10]1([CH3:28])[CH2:9][NH:8][CH2:13][CH2:12][N:11]1[C:14]([C:16]1[N:20]=[CH:19][N:18]([C:21]2[CH:26]=[CH:25][CH:24]=[CH:23][CH:22]=2)[N:17]=1)=[O:15] |f:3.4|. Procedure: To a stirred solution of 4.10 g (10.6 mmol) 3,3-dimethyl-4-(1-phenyl-1H-[1,2,4]-triazole-3-carbonyl)-piperazine-1-carboxylic acid tert-butyl ester in 20 mL DCM was added 7.00 mL (90.7 mmol) TFA and the resulting mixture was stirred at RT for 4 h. The solvent was evaporated. The residue was triturated with diethyl ether and DCM. The precipitate was filtered off, washed with diethyl ether and dried. The reactants are ClC1=CC=C(C=C1)C=CC(=O)C1=C(C=CC(=C1)Cl)O (4,5'-Dichloro-2'-hydroxychalcone), [BH4-].[Na+] (sodium borohydride). Solvent: C(C)O (ethanol). Run at time 1 hour. Product: ClC1=CC=C(C2OC3=CC=C(C=C3C=C2)Cl)C=C1 (4',6-dichloroflav-3-ene). Isolated yield 55.5%. RXN SMILES: [Cl:1][C:2]1[CH:7]=[CH:6][C:5]([CH:8]=[CH:9][C:10]([C:12]2[CH:17]=[C:16]([Cl:18])[CH:15]=[CH:14][C:13]=2[OH:19])=O)=[CH:4][CH:3]=1.[BH4-].[Na+]>C(O)C>[Cl:1][C:2]1[CH:7]=[CH:6][C:5]([CH:8]2[CH:9]=[CH:10][C:12]3[C:13](=[CH:14][CH:15]=[C:16]([Cl:18])[CH:17]=3)[O:19]2)=[CH:4][CH:3]=1 |f:1.2|. Reported procedure: 4,5'-Dichloro-2'-hydroxychalcone (7.32 g) was dissolved in ethanol (100 ml) and sodium borohydride (1.89 g) added in small portions. The reaction mixture was stirred for 1 hr at room temperature, evaporated to dryness, and diluted with water. The precipitated solid was filtered off, washed with water, and heated with acetic acid (100 ml) on the steam bath for 2 hr. The acetic acid was evaporated the residue dissolved in dichloromethane, and the solution washed sequentially with water, saturated ...